This data is from the Open Reaction Database (ORD), a public repository of structured organic reaction records. The task is: describe an organic reaction: reactants, conditions, products, and yield Reactants: ClC(C(=O)C1=CC=C2CN(C3=C(CN21)C=CC=C3)C(=O)C3=CC(=C(C=C3)C3=C(C=CC=C3)C)C)(Cl)Cl (2,2,2-Trichloro-1-{10-[(2,2′-dimethyl-1,1′-biphenyl-4-yl)carbonyl]-10,11-dihydro-5H-pyrrolo[2,1-c][1,4]benzodiazepin-3-yl}ethanone), COC=1C=C(CCN)C=CC1OC (3,4-dimethoxyphenethylamine). Yields the product COC=1C=C(C=CC1OC)CCNC(=O)C1=CC=C2CN(C3=C(CN21)C=CC=C3)C(=O)C3=CC(=C(C=C3)C3=C(C=CC=C3)C)C (N-[2-(3,4-DIMETHOXYPHENYL)ETHYL]-10-[(2,2′-DIMETHYL-1,1′-BIPHENYL-4-YL)CARBONYL]-10,11- DIHYDRO-5H-PYRROLO[2,1-C][1,4]BENZODIAZEPINE-3-CARBOXAMIDE). As a reaction SMILES: ClC(Cl)(Cl)[C:3]([C:5]1[N:14]2[C:8]([CH2:9][N:10]([C:19]([C:21]3[CH:26]=[CH:25][C:24]([C:27]4[CH:32]=[CH:31][CH:30]=[CH:29][C:28]=4[CH3:33])=[C:23]([CH3:34])[CH:22]=3)=[O:20])[C:11]3[CH:18]=[CH:17][CH:16]=[CH:15][C:12]=3[CH2:13]2)=[CH:7][CH:6]=1)=[O:4].[CH3:37][O:38][C:39]1[CH:40]=[C:41]([CH:45]=[CH:46][C:47]=1[O:48][CH3:49])[CH2:42][CH2:43][NH2:44]>>[CH3:37][O:38][C:39]1[CH:40]=[C:41]([CH2:42][CH2:43][NH:44][C:3]([C:5]2[N:14]3[C:8]([CH2:9][N:10]([C:19]([C:21]4[CH:26]=[CH:25][C:24]([C:27]5[CH:32]=[CH:31][CH:30]=[CH:29][C:28]=5[CH3:33])=[C:23]([CH3:34])[CH:22]=4)=[O:20])[C:11]4[CH:18]=[CH:17][CH:16]=[CH:15][C:12]=4[CH2:13]3)=[CH:7][CH:6]=2)=[O:4])[CH:45]=[CH:46][C:47]=1[O:48][CH3:49]. Procedure details: The title compound was synthesized in the manner of Example 13 from 2,2,2-trichloro-1-{10-[(2,2′-dimethyl-1,1′-biphenyl-4-yl)carbonyl]-10,11-dihydro-5H-pyrrolo[2,1-c][1,4]benzodiazepin-3-yl}ethanone of Example 6 and 3,4-dimethoxyphenethylamine, m.p. 130-136° C. MS [(+)ESI, m/z]: 600 [M+H]+ The reactants are ClC=1C(=NC=NC1Cl)N (5,6-dichloropyrimidin-4-amine), NCC1CCN(CC1)C(=O)OC(C)(C)C (tert-butyl 4-(aminomethyl)piperidine-1-carboxylate), N1=CC(=CC=C1)OC1=CC=C(C=C1)B(O)O ((4-(pyridin-3-yloxy)phenyl)boronic acid), C(C=C)(=O)Cl (acryloyl chloride). Yields the product NC1=C(C(=NC=N1)NCC1CCN(CC1)C(C=C)=O)C1=CC=C(C=C1)OC=1C=NC=CC1 (1-(4-(((6-amino-5-(4-(pyridin-3-yloxy)phenyl)pyrimidin-4-yl)amino)methyl)piperidin-1-yl)prop-2-en-1-one). RXN SMILES: Cl[C:2]1[C:3]([NH2:9])=[N:4][CH:5]=[N:6][C:7]=1Cl.[NH2:10][CH2:11][CH:12]1[CH2:17][CH2:16][N:15]([C:18]([O:20]C(C)(C)C)=O)[CH2:14][CH2:13]1.[N:25]1[CH:30]=[CH:29][CH:28]=[C:27]([O:31][C:32]2[CH:37]=[CH:36][C:35](B(O)O)=[CH:34][CH:33]=2)[CH:26]=1.[C:41](Cl)(=O)[CH:42]=C>>[NH2:9][C:3]1[N:4]=[CH:5][N:6]=[C:7]([NH:10][CH2:11][CH:12]2[CH2:13][CH2:14][N:15]([C:18](=[O:20])[CH:41]=[CH2:42])[CH2:16][CH2:17]2)[C:2]=1[C:35]1[CH:36]=[CH:37][C:32]([O:31][C:27]2[CH:26]=[N:25][CH:30]=[CH:29][CH:28]=2)=[CH:33][CH:34]=1. Procedure: 1-(4-(((6-amino-5-(4-(pyridin-3-yloxy)phenyl)pyrimidin-4-yl)amino)methyl)piperidin-1-yl)prop-2-en-1-one was prepared from 5,6-dichloropyrimidin-4-amine, tert-butyl 4-(aminomethyl)piperidine-1-carboxylate, (4-(pyridin-3-yloxy)phenyl)boronic acid, and acryloyl chloride in four steps according to general scheme 2, using methods I, C, D and G. MS: m/z=431 [M+H]+. 1H-NMR (400 MHz, DMSO-d6) δ 8.99 (d, 1H), 8.68 (d, 1H), 8.39 (d, 1H), 7.69 (d, 1H), 7.49 (m, 2H), 7.42 (s, 2H), 7.34 (d, 1H), 7.08 (bs, 2H...